From a dataset of the Open Reaction Database (ORD), a public repository of structured organic reaction records. describe an organic reaction: reactants, conditions, products, and yield Starting materials: CC1=C(C=CC(=C1)N1CC(CC1)CN1C(CCC1)C)N (2-Methyl-4-[3-(2-methyl-pyrrolidin-1-ylmethyl)-pyrrolidin-1-yl]-phenylamine), CC1=NC2=C(N1)C=CC(=C2)C(=O)O (2-methyl-1H-benzoimidazole-5-carboxylic acid), ON1N=NC2=C1C=CC=C2 (1-hydroxybenzotriazole), CN(CCCN=C=NCC)C (1-(3-dimethylaminopropyl)-3-ethylcarbodiimide), CN1CCOCC1 (N-methylmorpholine). Run in ClCCl (dichloromethane), CN(C=O)C (dimethylformamide). Conditions: time 20 hour. The product is CC1=C(C=CC(=C1)N1CC(CC1)CN1C(CCC1)C)NC(=O)C1=CC2=C(N(C=N2)CC)C=C1 (ethyl-1H-benzoimidazole-5-carboxylic acid {2-methyl-4-[3-(2-methyl-pyrrolidin-1-ylmethyl)-pyrrolidin-1-yl]-phenyl}-amide). Isolated yield 56.1%. RXN SMILES: [CH3:1][C:2]1[CH:7]=[C:6]([N:8]2[CH2:12][CH2:11][CH:10]([CH2:13][N:14]3[CH2:18][CH2:17][CH2:16][CH:15]3[CH3:19])[CH2:9]2)[CH:5]=[CH:4][C:3]=1[NH2:20].C[C:22]1[NH:26][C:25]2[CH:27]=[CH:28][C:29]([C:31]([OH:33])=O)=[CH:30][C:24]=2[N:23]=1.CN1CCO[CH2:37][CH2:36]1.ON1C2C=CC=CC=2N=N1.CN(C)CCCN=C=NCC>ClCCl.CN(C)C=O>[CH3:1][C:2]1[CH:7]=[C:6]([N:8]2[CH2:12][CH2:11][CH:10]([CH2:13][N:14]3[CH2:18][CH2:17][CH2:16][CH:15]3[CH3:19])[CH2:9]2)[CH:5]=[CH:4][C:3]=1[NH:20][C:31]([C:29]1[CH:28]=[CH:27][C:25]2[N:26]([CH2:36][CH3:37])[CH:22]=[N:23][C:24]=2[CH:30]=1)=[O:33]. Reported procedure: 2-Methyl-4-[3-(2-methyl-pyrrolidin-1-ylmethyl)-pyrrolidin-1-yl]-phenylamine (27 mg, 0.1 mmol) and 2-methyl-1H-benzoimidazole-5-carboxylic acid (17.6 mg, 0.1 mmol) were dissolved in a mixture of 3 ml of dichloromethane and 1 ml of dimethylformamide. To this solution was then added N-methylmorpholine (33 μl, 0.3 mmol), 1-hydroxybenzotriazole (17.6 mg, 0.13 mmol), and 1-(3-dimethylaminopropyl)-3-ethylcarbodiimide (22 mg, 0.123 mmol). The reaction was stirred at room temperature for 20 h. Evaporatio... Starting materials: CN(C)C=O, C[N+](c1ccccc1)=c1sc2ccc(Cl)cc2s1, [I-], NN1C(=O)CSC1=S, [Na+], [Na+], O=C([O-])[O-], O. Product: O=C1CSC(=S)N1N=c1sc2ccc(Cl)cc2s1. As a reaction SMILES: [CH3:34][N:35]([CH3:36])[CH:37]=[O:38].[Cl:2][c:3]1[cH:4][c:5]2[c:6]([s:7][c:8](=[N+:10]([CH3:11])[c:12]3[cH:13][cH:14][cH:15][cH:16][cH:17]3)[s:9]2)[cH:18][cH:19]1.[I-:1].[NH2:26][N:27]1[C:28](=[S:33])[S:29][CH2:30][C:31]1=[O:32].[Na+:20].[Na+:21].[O-:22][C:23](=[O:24])[O-:25].[OH2:39]>>[Cl:2][c:3]1[cH:4][c:5]2[c:6]([s:7][c:8](=[N:10][N:27]3[C:28](=[S:33])[S:29][CH2:30][C:31]3=[O:32])[s:9]2)[cH:18][cH:19]1. Starting materials: C([O-])(O)=O.[Na+] (sodium bicarbonate), [Cl-].[Na+] (sodium chloride), [N+](=O)([O-])C1=CC=C(COC(=O)O[C@H](C)[C@H]2C(N[C@@H]2C#CSC2=CC=CC=C2)=O)C=C1 ((3S, 4S)-3-[(R)-1-(p-nitrobenzyloxycarbonyloxy)ethyl]-4-[(phenylthio)ethynyl]-2-azetidinone), FC(C(=O)O)(F)F (trifluoroacetic acid). Solvent: C(C)(=O)OCC (ethyl acetate), O (water), C(Cl)Cl (methylene chloride). Conditions: time 30 minute. Yields the product [N+](=O)([O-])C1=CC=C(COC(=O)O[C@H](C)[C@H]2C(N[C@@H]2CC(=O)SC2=CC=CC=C2)=O)C=C1 ((3S, 4R)-3-[(R)-1-(p-Nitrobenzyloxycarbonyloxy)ethyl]-4-[(phenylthio)carbonylmethyl]-2-azetidinone). Isolated yield 63.0%. RXN SMILES: [N+:1]([C:4]1[CH:30]=[CH:29][C:7]([CH2:8][O:9][C:10]([O:12][C@@H:13]([C@@H:15]2[C@@H:18]([C:19]#[C:20][S:21][C:22]3[CH:27]=[CH:26][CH:25]=[CH:24][CH:23]=3)[NH:17][C:16]2=[O:28])[CH3:14])=[O:11])=[CH:6][CH:5]=1)([O-:3])=[O:2].FC(F)(F)C(O)=[O:34].C(=O)(O)[O-].[Na+].[Cl-].[Na+]>C(Cl)Cl.C(OCC)(=O)C.O>[N+:1]([C:4]1[CH:5]=[CH:6][C:7]([CH2:8][O:9][C:10]([O:12][C@@H:13]([C@@H:15]2[C@@H:18]([CH2:19][C:20]([S:21][C:22]3[CH:23]=[CH:24][CH:25]=[CH:26][CH:27]=3)=[O:34])[NH:17][C:16]2=[O:28])[CH3:14])=[O:11])=[CH:29][CH:30]=1)([O-:3])=[O:2] |f:2.3,4.5|. Reported procedure: To a solution of 448 mg of (3S, 4S)-3-[(R)-1-(p-nitrobenzyloxycarbonyloxy)ethyl]-4-[(phenylthio)ethynyl]-2-azetidinone in 5 ml of anhydrous methylene chloride was added, under an atmosphere of nitrogen gas, 0.4 ml of trifluoroacetic acid, with stirring and ice-cooling. Stirring was continued for 30 minutes under ice-cooling and for a further 1.5 hours at room temperature. The reaction mixture was then poured into a mixture of 1.0 g of sodium bicarbonate, 10 ml of water and 20 ml of ethyl acetate... Starting materials: FC(C(=O)OI(OC(C(F)(F)F)=O)C1=CC=CC=C1)(F)F ([Bis(trifluoroacetoxy)iodo]benzene), FC1=CC=C(C(=O)NN=CC2=CC=C(C=C2)[C@H]2CN(CCO2)C(=O)OC(C)(C)C)C=C1 ((S)-tert-butyl 2-(4-((2-(4-fluorobenzoyl)hydrazono)methyl)phenyl)morpholine-4-carboxylate). The solvent is C(Cl)(Cl)Cl (chloroform). Conditions: time 20 minute. Yields the product FC1=CC=C(C=C1)C1=NN=C(O1)C1=CC=C(C=C1)[C@H]1CN(CCO1)C(=O)OC(C)(C)C ((S)-tert-Butyl 2-(4-(5-(4-fluorophenyl)-1,3,4-oxadiazol-2-yl)phenyl)morpholine-4-carboxylate). Yield: 65.8%. Reaction SMILES: FC(F)(F)C(OI(C1C=CC=CC=1)OC(=O)C(F)(F)F)=O.[F:22][C:23]1[CH:52]=[CH:51][C:26]([C:27]([NH:29][N:30]=[CH:31][C:32]2[CH:37]=[CH:36][C:35]([C@@H:38]3[O:43][CH2:42][CH2:41][N:40]([C:44]([O:46][C:47]([CH3:50])([CH3:49])[CH3:48])=[O:45])[CH2:39]3)=[CH:34][CH:33]=2)=[O:28])=[CH:25][CH:24]=1>C(Cl)(Cl)Cl>[F:22][C:23]1[CH:24]=[CH:25][C:26]([C:27]2[O:28][C:31]([C:32]3[CH:33]=[CH:34][C:35]([C@@H:38]4[O:43][CH2:42][CH2:41][N:40]([C:44]([O:46][C:47]([CH3:48])([CH3:49])[CH3:50])=[O:45])[CH2:39]4)=[CH:36][CH:37]=3)=[N:30][N:29]=2)=[CH:51][CH:52]=1. Procedure details: [Bis(trifluoroacetoxy)iodo]benzene (90.5 mg, 0.211 mmol) was dissolved in chloroform (5 ml), then (S)-tert-butyl 2-(4-((2-(4-fluorobenzoyl)hydrazono)methyl)phenyl)morpholine-4-carboxylate (75 mg, 0.175 mmol) was added and the mixture was stirred at room temperature for 20 min. The solvent was evaporated and the residue was purified by flash chromatography (10 g silica gel, 10 to 20% ethyl acetate in heptane) to yield a white solid (49 mg, 66%). MS (ISP): 370.1 ([M-tBu+H]+), 426.1 ([M+H]+). Reactants: C(C1=CC=CC=C1)OC=1C=CC=C2C(=CC(=NC12)C)C=C (8-benzyloxy-2-methyl-4-vinylquinoline). Reagents/catalysts: [OH-].[Pd+2].[OH-] (palladium(II) hydroxide). The solvent is C(C)O (ethanol), O1CCOCC1 (dioxane). Run at time 9 hour. The product is C(C)C1=CC(=NC2=C(C=CC=C12)O)C (4-ethyl-8-hydroxy-2-methylquinoline). The yield is 48.5%. RXN SMILES: C([O:8][C:9]1[CH:10]=[CH:11][CH:12]=[C:13]2[C:18]=1[N:17]=[C:16]([CH3:19])[CH:15]=[C:14]2[CH:20]=[CH2:21])C1C=CC=CC=1>C(O)C.O1CCOCC1.[OH-].[Pd+2].[OH-]>[CH2:20]([C:14]1[C:13]2[C:18](=[C:9]([OH:8])[CH:10]=[CH:11][CH:12]=2)[N:17]=[C:16]([CH3:19])[CH:15]=1)[CH3:21] |f:3.4.5|. Procedure: A mixture of 8-benzyloxy-2-methyl-4-vinylquinoline (200 mg) and palladium(II) hydroxide (40 mg) in a mixture of ethanol (1.5 ml) and dioxane (1.5 ml) was stirred for 9 hours at ambient temperature under hydrogen atmosphere. The reaction mixture was filtered, and the filtrate was concentrated. The residue was purified by flash chromatography (Ethyl acetate:n-hexane=1:2, V/V) to give 4-ethyl-8-hydroxy-2-methylquinoline (66 mg) as brown oil. The reactants are OCC1=CC2(CCCC1)CC2, CCO, [H][H], O=[Pt]. Product: OCC1CCCCC2(CC2)C1. Reaction SMILES: [CH2:1]1[CH2:2][C:3]12[CH:4]=[C:5]([CH2:10][OH:11])[CH2:6][CH2:7][CH2:8][CH2:9]2.[CH3:14][CH2:15][OH:16].[H:12][H:13].[Pt:17]=[O:18]>>[CH2:1]1[CH2:2][C:3]12[CH2:4][CH:5]([CH2:10][OH:11])[CH2:6][CH2:7][CH2:8][CH2:9]2. Reactants: CC(=O)Oc1c(C(C)(C)C)cc2c(c1C(C)(C)C)CC(C)(COc1ccc(C=O)cc1)O2, CCO, Cl, N=C(N)NN, c1ccncc1. Yields the product CC(=O)Oc1c(C(C)(C)C)cc2c(c1C(C)(C)C)CC(C)(COc1ccc(C=NNC(=N)N)cc1)O2. As a reaction SMILES: [C:1]([CH3:2])(=[O:3])[O:4][c:5]1[c:6]([C:29]([CH3:30])([CH3:31])[CH3:32])[cH:7][c:8]2[c:9]([c:24]1[C:25]([CH3:26])([CH3:27])[CH3:28])[CH2:10][C:11]([CH3:13])([CH2:14][O:15][c:16]1[cH:17][cH:18][c:19]([CH:22]=[O:23])[cH:20][cH:21]1)[O:12]2.[CH3:39][CH2:40][OH:41].[ClH:33].[NH2:34][NH:35][C:36](=[NH:37])[NH2:38].[cH:42]1[cH:43][cH:44][n:45][cH:46][cH:47]1>>[C:1]([CH3:2])(=[O:3])[O:4][c:5]1[c:6]([C:29]([CH3:30])([CH3:31])[CH3:32])[cH:7][c:8]2[c:9]([c:24]1[C:25]([CH3:26])([CH3:27])[CH3:28])[CH2:10][C:11]([CH3:13])([CH2:14][O:15][c:16]1[cH:17][cH:18][c:19]([CH:22]=[N:34][NH:35][C:36](=[NH:37])[NH2:38])[cH:20][cH:21]1)[O:12]2. Reactants: COB(OC)OC (trimethoxyborane), [Mg] (magnesium), II (iodine), BrC1=C(C=C(C=C1C)C)C (2-bromomesitylene). The solvent is CCOCC (ether), C1CCOC1 (THF). Reaction conditions: temperature -15 celsius, time 3 hour. Yields the product COB(C1=C(C=C(C=C1C)C)C)OC (dimethoxymesitylborane). Reaction SMILES: [Mg].II.Br[C:5]1[C:10]([CH3:11])=[CH:9][C:8]([CH3:12])=[CH:7][C:6]=1[CH3:13].[CH3:14][O:15][B:16](OC)[O:17][CH3:18]>C1COCC1.CCOCC>[CH3:14][O:15][B:16]([O:17][CH3:18])[C:5]1[C:10]([CH3:11])=[CH:9][C:8]([CH3:12])=[CH:7][C:6]=1[CH3:13]. Reported procedure: To a stirred solution of activated magnesium flakes (3.11 g, 0.128 mol) and a crystal of iodine, 2-bromomesitylene (23.40 g, 0.118 mol) in THF (80 cm3) was added dropwise at room temperature. The reaction was allowed to reflux for 3 hours. After the reaction mixture was cooled, it was added dropwise to an ether solution (80 cm3) of trimethoxyborane (26 cm3, 0.229 mol) at −15° C. The reaction stirred at −15° C. for 3 hours and then was warmed up to room temperature and left to stir overnight. The... Yields the product CC1=CC=C(C=C1)C1=NC2=CC=CC(=C2N=C1C1=CC=C(C=C1)C)N (2,3-di(4-methylphenyl)-5-aminoquinoxaline). Procedure details: 2.02 g of 2,3-di(4-methylphenyl)-5-nitroquinoxaline was dissolved in 30 g of dioxane, followed by purging with argon and adding 0.6 g of 5% Pd/C (hydrous). After purging with argon again, the system was purged with hydrogen for reaction at room temperature for 18 hours. After completion of the reaction, the system was filtered. The filtration residue was washed with acetone and then with dioxane and filtered again. The solvent was removed from the resulting filtrate, followed by extracting a rea... The solvent is O1CCOCC1 (dioxane). Starting materials: CC1=CC=C(C=C1)C1=NC2=CC=CC(=C2N=C1C1=CC=C(C=C1)C)[N+](=O)[O-] (2,3-di(4-methylphenyl)-5-nitroquinoxaline). As a reaction SMILES: [CH3:1][C:2]1[CH:7]=[CH:6][C:5]([C:8]2[C:17]([C:18]3[CH:23]=[CH:22][C:21]([CH3:24])=[CH:20][CH:19]=3)=[N:16][C:15]3[C:10](=[CH:11][CH:12]=[CH:13][C:14]=3[N+:25]([O-])=O)[N:9]=2)=[CH:4][CH:3]=1>O1CCOCC1>[CH3:1][C:2]1[CH:3]=[CH:4][C:5]([C:8]2[C:17]([C:18]3[CH:19]=[CH:20][C:21]([CH3:24])=[CH:22][CH:23]=3)=[N:16][C:15]3[C:10](=[CH:11][CH:12]=[CH:13][C:14]=3[NH2:25])[N:9]=2)=[CH:6][CH:7]=1.